Dataset: the Open Reaction Database (ORD), a public repository of structured organic reaction records. Task: describe an organic reaction: reactants, conditions, products, and yield Starting materials: COC1=CC=C(C=C1)[C@H]1[C@H](C(=O)N)O1 ((2R,3S)-3-(4-methoxyphenyl)-2,3-epoxypropionamide), C=1(C(=CC=CC1)C)C (xylene), CN(CCNC1=C(C=CC=C1)S)C (2-(2-dimethylaminoethylamino)thiophenol), ferrous sulfate heptahydrate. Solvent: CO (methanol). The product is CN(CCNC1=C(C=CC=C1)S[C@H]([C@H](C(=O)N)O)C1=CC=C(C=C1)OC)C ((2S,3S)-3-[2-(2-dimethylaminoethylamino)phenylthio]-2-hydroxy-3-(4-methoxyphenyl)propionamide). Reaction SMILES: [CH3:1][O:2][C:3]1[CH:8]=[CH:7][C:6]([C@@H:9]2[O:14][C@H:10]2[C:11]([NH2:13])=[O:12])=[CH:5][CH:4]=1.C1(C)C(C)=CC=CC=1.[CH3:23][N:24]([CH3:35])[CH2:25][CH2:26][NH:27][C:28]1[CH:33]=[CH:32][CH:31]=[CH:30][C:29]=1[SH:34]>CO>[CH3:23][N:24]([CH3:35])[CH2:25][CH2:26][NH:27][C:28]1[CH:33]=[CH:32][CH:31]=[CH:30][C:29]=1[S:34][C@@H:9]([C:6]1[CH:7]=[CH:8][C:3]([O:2][CH3:1])=[CH:4][CH:5]=1)[C@@H:10]([OH:14])[C:11]([NH2:13])=[O:12]. Reported procedure: A mixture of (2R,3S)-3-(4-methoxyphenyl)-2,3-epoxypropionamide and xylene is refluxed with heating under nitrogen atmosphere. When the reflux is started, a solution of 2-(2-dimethylaminoethylamino)thiophenol and ferrous sulfate heptahydrate in methanol is added immediately into the reaction mixture, and the mixture is reacted at the same temperature, and cooled to room temperature. The reaction mixture is concentrated under reduced pressure, and the residue is dissolved with heating in ethanol a... Starting materials: NC=1C(N(C(N(C1N)CC)=O)CC)=O (5,6-diamino-1,3-diethyluracil), ClC=1C=C(C=CC(=O)O)C=CC1 (3-chlorocinnamic acid). The product is ClC=1C=C(/C=C/C2=NC=3N(C(N(C(C3N2)=O)CC)=O)CC)C=CC1 ((E)-8-(3-Chlorostyryl)-1,3-diethylxanthine). Yield: 42.1%. Reaction SMILES: [NH2:1][C:2]1[C:3](=[O:14])[N:4]([CH2:12][CH3:13])[C:5](=[O:11])[N:6]([CH2:9][CH3:10])[C:7]=1[NH2:8].[Cl:15][C:16]1[CH:17]=[C:18]([CH:24]=[CH:25][CH:26]=1)[CH:19]=[CH:20][C:21](O)=O>>[Cl:15][C:16]1[CH:17]=[C:18]([CH:24]=[CH:25][CH:26]=1)/[CH:19]=[CH:20]/[C:21]1[NH:1][C:2]2[C:3](=[O:14])[N:4]([CH2:12][CH3:13])[C:5](=[O:11])[N:6]([CH2:9][CH3:10])[C:7]=2[N:8]=1. Reported procedure: Substantially the same procedure as in Example 7 was repeated using 3.50 g (17.7 mmol) of 5,6-diamino-1,3-diethyluracil and 3.55 g (19.4 mmol) of 3-chlorocinnamic acid. Then, the resultant crude crystals were recrystallized from dioxane/water to give 2.57 g (yield 42%) of Compound 132 as white plates.